Dataset: the Open Reaction Database (ORD), a public repository of structured organic reaction records. Task: describe an organic reaction: reactants, conditions, products, and yield Reactants: Clc1ccccc1, CNC(=O)NS(=O)(=O)c1ccccc1CCC(F)(F)F. Yields the product O=C=NS(=O)(=O)c1ccccc1CCC(F)(F)F. As a reaction SMILES: [Cl:21][c:22]1[cH:23][cH:24][cH:25][cH:26][cH:27]1.[F:1][C:2]([CH2:3][CH2:4][c:5]1[c:6]([S:11](=[O:12])(=[O:13])[NH:14][C:15](=[O:16])[NH:17][CH3:18])[cH:7][cH:8][cH:9][cH:10]1)([F:19])[F:20]>>[F:1][C:2]([CH2:3][CH2:4][c:5]1[c:6]([S:11](=[O:12])(=[O:13])[N:14]=[C:15]=[O:16])[cH:7][cH:8][cH:9][cH:10]1)([F:19])[F:20]. The reactants are ClC1=CC=C(OCC=O)C=C1 (4-chlorophenoxyacetaldehyde), C(C(O)C)(=O)O (lactic acid), B(F)(F)F.CCOCC (boron trifluoride etherate). The solvent is O1CCCC1 (tetrahydrofuran), CCOCC (ether). Run at time 24 hour. Yields the product ClC1=CC=C(OCC2OC(C(O2)=O)C)C=C1 (2-(4-chlorophenoxymethyl)-5-methyl-1,3-dioxolan-4one). Reaction SMILES: [Cl:1][C:2]1[CH:11]=[CH:10][C:5]([O:6][CH2:7][CH:8]=[O:9])=[CH:4][CH:3]=1.[C:12]([OH:17])(=[O:16])[CH:13]([CH3:15])O.B(F)(F)F.CCOCC>CCOCC.O1CCCC1>[Cl:1][C:2]1[CH:11]=[CH:10][C:5]([O:6][CH2:7][CH:8]2[O:17][C:12](=[O:16])[CH:13]([CH3:15])[O:9]2)=[CH:4][CH:3]=1 |f:2.3|. Procedure: To a solution of 17.05g (0.07 mole) of 4-chlorophenoxyacetaldehyde in 100 ml of ether was added 9.0g (0.1 mole) of lactic acid dissolved in 50 ml of tetrahydrofuran. To the clear solution was added 15 g (0.105 mole) of boron trifluoride etherate. After 24 hours at ambient temperature, the reaction mixture was washed with aqueous sodium bicarbonate, dried, concentrated, and purified by silica chromatography. The first fraction that emerged from the column was 2-(4-chlorophenoxymethyl-10-5-methyl-...